This data is from the Open Reaction Database (ORD), a public repository of structured organic reaction records. The task is: describe an organic reaction: reactants, conditions, products, and yield Reactants: C(CCC)C(C(=O)OCC)(C(=O)OCC)CC1CCCCC1 (diethyl 2-n-butyl-2-(cyclohexylmethyl)malonate), [OH-].[K+] (potassium hydroxide). Run in O (water), CO (methanol). Reaction conditions: temperature 0 celsius. Yields the product C(CCC)C(C(=O)O)(C(=O)O)CC1CCCCC1 (2-n-butyl-2-(cyclohexylmethyl)malonic acid). Reaction SMILES: [CH2:1]([C:5]([CH2:16][CH:17]1[CH2:22][CH2:21][CH2:20][CH2:19][CH2:18]1)([C:11]([O:13]CC)=[O:12])[C:6]([O:8]CC)=[O:7])[CH2:2][CH2:3][CH3:4].[OH-].[K+]>O.CO>[CH2:1]([C:5]([CH2:16][CH:17]1[CH2:22][CH2:21][CH2:20][CH2:19][CH2:18]1)([C:11]([OH:13])=[O:12])[C:6]([OH:8])=[O:7])[CH2:2][CH2:3][CH3:4] |f:1.2|. Procedure: A mixture of diethyl 2-n-butyl-2-(cyclohexylmethyl)malonate (1.8 g) and potassium hydroxide (10 g) in water (10 ml) and methanol (10 ml) were heated under reflux for 4 hours. The methanol was evaporated under reduced pressure and the residue treated with water (50 ml), cooled to 0° C., and acidified with concentrated hydrochloric acid. The product was extracted with ethyl acetate and the extracts washed with brine, dried (MgSO4) and evaporated to give 2-n-butyl-2-(cyclohexylmethyl)malonic acid. ... Reactants: CCOC(=O)c1cnc2cc(NC(=O)c3ccccc3-c3ccc(C(F)(F)F)cc3)ccc2c1, C1CCOC1, CO, [Na+], [OH-]. Product: O=C(O)c1cnc2cc(NC(=O)c3ccccc3-c3ccc(C(F)(F)F)cc3)ccc2c1. Reaction SMILES: [CH2:1]([CH3:2])[O:3][C:4](=[O:5])[c:6]1[cH:7][n:8][c:9]2[cH:10][c:11]([NH:16][C:17](=[O:18])[c:19]3[c:20](-[c:25]4[cH:26][cH:27][c:28]([C:31]([F:32])([F:33])[F:34])[cH:29][cH:30]4)[cH:21][cH:22][cH:23][cH:24]3)[cH:12][cH:13][c:14]2[cH:15]1.[CH2:39]1[O:40][CH2:41][CH2:42][CH2:43]1.[CH3:37][OH:38].[Na+:36].[OH-:35]>>[O:3]=[C:4]([OH:5])[c:6]1[cH:7][n:8][c:9]2[cH:10][c:11]([NH:16][C:17](=[O:18])[c:19]3[c:20](-[c:25]4[cH:26][cH:27][c:28]([C:31]([F:32])([F:33])[F:34])[cH:29][cH:30]4)[cH:21][cH:22][cH:23][cH:24]3)[cH:12][cH:13][c:14]2[cH:15]1. The reactants are C(C)(C)(C)OC(=O)N1C(CC(C1)(F)F)C(=O)O (4,4-Difluoro-pyrrolidine-1,2-dicarboxylic acid 1-tert-butyl ester), C(C=C)Br (Allyl bromide). Reagents/catalysts: [Cl-].C(CCCCCCC)[N+](C)(CCCCCCCC)CCCCCCCC (trioctylmethylammonium chloride). The solvent is C([O-])(O)=O.[Na+] (sodium bicarbonate), ClCCl (dichloromethane). Run at temperature 25 celsius, time 48 hour. Yields the product C(C)(C)(C)OC(=O)N1C(CC(C1)(F)F)C(=O)OCC=C (4,4-difluoro-pyrrolidine-1,2-dicarboxylic acid 2-allyl ester 1-tert-butyl ester). The yield is 74.5%. As a reaction SMILES: [C:1]([O:5][C:6]([N:8]1[CH2:12][C:11]([F:14])([F:13])[CH2:10][CH:9]1[C:15]([OH:17])=[O:16])=[O:7])([CH3:4])([CH3:3])[CH3:2].[CH2:18](Br)[CH:19]=[CH2:20]>C(=O)(O)[O-].[Na+].[Cl-].C([N+](CCCCCCCC)(CCCCCCCC)C)CCCCCCC.ClCCl>[C:1]([O:5][C:6]([N:8]1[CH2:12][C:11]([F:13])([F:14])[CH2:10][CH:9]1[C:15]([O:17][CH2:20][CH:19]=[CH2:18])=[O:16])=[O:7])([CH3:4])([CH3:2])[CH3:3] |f:2.3,4.5|. Procedure details: 4,4-Difluoro-pyrrolidine-1,2-dicarboxylic acid 1-tert-butyl ester (Example 14b, 6.77 g, 26.96 mmol) was dissolved in a 5% aqueous sodium bicarbonate solution (50 mL). Allyl bromide (3.26 g, 26.96 mmol) and trioctylmethylammonium chloride (“Aliquat® 336”, 10.90 g, 26.97 mmol) were dissolved in dichloromethane (50 mL) and were added to the aqueous solution. The biphasic reaction mixture was stirred vigorously for 48 h at 25° C. The layers were separated and the aqueous layer was extracted with dic... The reactants are [OH-].[Na+] (NaOH), ClC1=CC(=NC=C1)N (4-chloro-pyridin-2-ylamine), [N+](=O)(O)[O-] (HNO3). Run in OS(=O)(=O)O (H2SO4), OS(=O)(=O)O (H2SO4). Run at time 2 hour. Product: ClC1=C(C(=NC=C1)N)[N+](=O)[O-] (4-chloro-3-nitro-pyridin-2-ylamine). As a reaction SMILES: [Cl:1][C:2]1[CH:7]=[CH:6][N:5]=[C:4]([NH2:8])[CH:3]=1.[N+:9]([O-])([OH:11])=[O:10].[OH-].[Na+]>OS(O)(=O)=O>[Cl:1][C:2]1[CH:7]=[CH:6][N:5]=[C:4]([NH2:8])[C:3]=1[N+:9]([O-:11])=[O:10] |f:2.3|. Procedure: To a solution of 4-chloro-pyridin-2-ylamine (5 g) in 96% aq H2SO4 (20 mL) at 0° C. was added a mixture solution of 70% aq HNO3 (2.5 mL) and 96% aq H2SO4 (10 mL) drop-wise. After the addition was completed, the mixture was stirred at room temperature for 2 h. The solution was poured onto ice/water and 6M aq. NaOH was added drop-wise to adjust pH to 9. Then the solid was filtered off, washed with water, and dried before it was purified by chromatography on alumina (eluent: pentane:EtOAc 2:1) to af... Product: Nc1nc(Cl)c2ncn(Cc3nc4cccc(Cl)c4s3)c2n1. Starting materials: Clc1cccc2nc(CBr)sc12, O=C([O-])[O-], [Cs+], [Cs+], Nc1nc(Cl)c2[nH]cnc2n1, CN(C)C=O. Reaction SMILES: [Br:1][CH2:2][c:3]1[s:4][c:5]2[c:6]([n:7]1)[cH:8][cH:9][cH:10][c:11]2[Cl:12].[C:24](=[O:25])([O-:26])[O-:27].[Cs+:28].[Cs+:29].[NH2:13][c:14]1[n:15][c:16]([Cl:23])[c:17]2[nH:18][cH:19][n:20][c:21]2[n:22]1.[O:30]=[CH:31][N:32]([CH3:33])[CH3:34]>>[CH2:2]([c:3]1[s:4][c:5]2[c:6]([n:7]1)[cH:8][cH:9][cH:10][c:11]2[Cl:12])[n:20]1[cH:19][n:18][c:17]2[c:16]([Cl:23])[n:15][c:14]([NH2:13])[n:22][c:21]21. Starting materials: CC[Si](Cl)(CC)CC, CN(C)C=O, C#CC(C)(O)CCc1ccccc1, [OH], c1c[nH]cn1. The product is C#CC(C)(CCc1ccccc1)O[Si](CC)(CC)CC. Reaction SMILES: [CH2:20]([CH3:21])[Si:22]([CH2:23][CH3:24])([CH2:25][CH3:26])[Cl:27].[CH3:28][N:29]([CH3:30])[CH:31]=[O:32].[CH3:2][C:3]([C:4]#[CH:5])([CH2:6][CH2:7][c:8]1[cH:9][cH:10][cH:11][cH:12][cH:13]1)[OH:14].[OH:1].[nH:15]1[cH:16][cH:17][n:18][cH:19]1>>[CH3:2][C:3]([C:4]#[CH:5])([CH2:6][CH2:7][c:8]1[cH:9][cH:10][cH:11][cH:12][cH:13]1)[O:14][Si:22]([CH2:20][CH3:21])([CH2:23][CH3:24])[CH2:25][CH3:26]. The reactants are CCOC(=O)C(C)(C)Oc1ccc(OCCc2nc(-c3cccc(CCc4ccccc4)c3)oc2C)cc1, CCOC(C)=O. Product: CCOC(=O)C(C)(C)Oc1ccc(OCCc2nc(-c3cccc(CC)c3)oc2C)cc1. As a reaction SMILES: [CH2:1]([CH3:2])[O:3][C:4]([C:5]([CH3:6])([O:7][c:8]1[cH:9][cH:10][c:11]([O:14][CH2:15][CH2:16][c:17]2[n:18][c:19](-[c:23]3[cH:24][c:25]([CH2:29][CH2:30][c:31]4[cH:32][cH:33][cH:34][cH:35][cH:36]4)[cH:26][cH:27][cH:28]3)[o:20][c:21]2[CH3:22])[cH:12][cH:13]1)[CH3:37])=[O:38].[CH3:39][CH2:40][O:41][C:42]([CH3:43])=[O:44]>>[CH2:1]([CH3:2])[O:3][C:4]([C:5]([CH3:6])([O:7][c:8]1[cH:9][cH:10][c:11]([O:14][CH2:15][CH2:16][c:17]2[n:18][c:19](-[c:23]3[cH:24][c:25]([CH2:29][CH3:30])[cH:26][cH:27][cH:28]3)[o:20][c:21]2[CH3:22])[cH:12][cH:13]1)[CH3:37])=[O:38].